Dataset: the Open Reaction Database (ORD), a public repository of structured organic reaction records. Task: describe an organic reaction: reactants, conditions, products, and yield Starting materials: CCCC(=CS(=O)(=O)c1ccc(C(=O)c2ccncc2)cc1)C(=O)O, ClCCl. The product is CCCC(CS(=O)(=O)c1ccc(C(=O)c2ccncc2)cc1)C(=O)O. As a reaction SMILES: [CH2:1]([CH2:2][CH3:3])[C:4]([C:5](=[O:6])[OH:7])=[CH:8][S:9](=[O:10])(=[O:11])[c:12]1[cH:13][cH:14][c:15]([C:18](=[O:19])[c:20]2[cH:21][cH:22][n:23][cH:24][cH:25]2)[cH:16][cH:17]1.[Cl:26][CH2:27][Cl:28]>>[CH2:1]([CH2:2][CH3:3])[CH:4]([C:5](=[O:6])[OH:7])[CH2:8][S:9](=[O:10])(=[O:11])[c:12]1[cH:13][cH:14][c:15]([C:18](=[O:19])[c:20]2[cH:21][cH:22][n:23][cH:24][cH:25]2)[cH:16][cH:17]1. Reactants: [N+](=O)([O-])C1=CC=C(C=C1)OC(=O)C=1C=CC(=C2C1C=C(O2)COC)OC (7-methoxy-2-methoxymethylbenzofuran4-carboxylic acid 4-nitro-phenyl ester), NC1=C(N=CN1C)C#N (5-amino-1-methyl-1-H-imidazole-4-carbonitrile). The solvent is O (Water). Run at time 40 minute. Yields the product C(#N)C1=C(N(C=N1)C)NC(=O)C=1C=CC(=C2C1C=C(O2)COC)OC (7-Methoxy-2-methoxymethylbenzofuran-4-carboxylic Acid (5cyano-3-methyl-3H-imidazol-4-yl)-amide). The yield is 74.8%. As a reaction SMILES: [N+](C1C=CC(O[C:11]([C:13]2[CH:14]=[CH:15][C:16]([O:25][CH3:26])=[C:17]3[O:21][C:20]([CH2:22][O:23][CH3:24])=[CH:19][C:18]=23)=[O:12])=CC=1)([O-])=O.[NH2:27][C:28]1[N:32]([CH3:33])[CH:31]=[N:30][C:29]=1[C:34]#[N:35]>O>[C:34]([C:29]1[N:30]=[CH:31][N:32]([CH3:33])[C:28]=1[NH:27][C:11]([C:13]1[CH:14]=[CH:15][C:16]([O:25][CH3:26])=[C:17]2[O:21][C:20]([CH2:22][O:23][CH3:24])=[CH:19][C:18]=12)=[O:12])#[N:35]. Reported procedure: Prepared from 7-methoxy-2-methoxymethylbenzofuran4-carboxylic acid 4-nitro-phenyl ester (250 mg) and 5-amino-1-methyl-1-H-imidazole-4-carbonitrile (171 mg). The reaction was stirrred for 1 hour and 40 minutes. Water (1 ml) was added and the solvent removed in vacuo. Purification by column chromatography on silica eluting with 10% methanol in dichloromethane afforded the title compound as a pale yellow solid (178 mg). Product: C(#N)C1=CC=C(C=C1)C=1C=C(C=CC1)NCC=1C=NC=CC1 (N-(3-(4-Cyanophenyl)phenyl)pyrid-3-ylmethylamine). Starting materials: BrC=1C=C(C=CC1)NCC=1C=NC=CC1 (N-(3-bromophenyl)pyridin-3-ylmethylamine), C(#N)C1=CC=C(C=C1)B(O)O (4-cyanophenylboronic acid), C([O-])([O-])=O.[Na+].[Na+] (sodium carbonate), aqueous solution. Reported procedure: A solution of N-(3-bromophenyl)pyridin-3-ylmethylamine (364 mg, 1.38 mmol), 4-cyanophenylboronic acid (305 mg, 2.08 mmol), sodium carbonate (2.15 ml of a 2M aqueous solution, 4.3 mmol), and tetrakis(triphenylphosphine)palladium(0) (70 mg, 0.061 mmol), under a nitrogen atmosphere was refluxed in dioxane (15 ml) for 6 h, then cooled to room temperature. The mixture was diluted with dichloromethane (70 ml) and water (15 ml). The organics were separated, dried over sodium sulfate, filtered, and conc... As a reaction SMILES: Br[C:2]1[CH:3]=[C:4]([NH:8][CH2:9][C:10]2[CH:11]=[N:12][CH:13]=[CH:14][CH:15]=2)[CH:5]=[CH:6][CH:7]=1.[C:16]([C:18]1[CH:23]=[CH:22][C:21](B(O)O)=[CH:20][CH:19]=1)#[N:17].C(=O)([O-])[O-].[Na+].[Na+]>O1CCOCC1.ClCCl.O.C1C=CC([P]([Pd]([P](C2C=CC=CC=2)(C2C=CC=CC=2)C2C=CC=CC=2)([P](C2C=CC=CC=2)(C2C=CC=CC=2)C2C=CC=CC=2)[P](C2C=CC=CC=2)(C2C=CC=CC=2)C2C=CC=CC=2)(C2C=CC=CC=2)C2C=CC=CC=2)=CC=1>[C:16]([C:18]1[CH:23]=[CH:22][C:21]([C:2]2[CH:3]=[C:4]([NH:8][CH2:9][C:10]3[CH:11]=[N:12][CH:13]=[CH:14][CH:15]=3)[CH:5]=[CH:6][CH:7]=2)=[CH:20][CH:19]=1)#[N:17] |f:2.3.4,^1:46,48,67,86|. Solvent: ClCCl (dichloromethane), O (water), O1CCOCC1 (dioxane). Reagents/catalysts: C=1C=CC(=CC1)[P](C=2C=CC=CC2)(C=3C=CC=CC3)[Pd]([P](C=4C=CC=CC4)(C=5C=CC=CC5)C=6C=CC=CC6)([P](C=7C=CC=CC7)(C=8C=CC=CC8)C=9C=CC=CC9)[P](C=1C=CC=CC1)(C=1C=CC=CC1)C=1C=CC=CC1 (tetrakis(triphenylphosphine)palladium(0)). Starting materials: Fc1cccc(OC2CCOCC2)c1Nc1nc(Cl)ncc1Cl, Nc1ccc2c(c1)NC(=O)CCC2. The product is O=C1CCCc2ccc(Nc3ncc(Cl)c(Nc4c(F)cccc4OC4CCOCC4)n3)cc2N1. As a reaction SMILES: [Cl:14][c:15]1[n:16][cH:17][c:18]([Cl:36])[c:19]([NH:21][c:22]2[c:23]([F:35])[cH:24][cH:25][cH:26][c:27]2[O:28][CH:29]2[CH2:30][CH2:31][O:32][CH2:33][CH2:34]2)[n:20]1.[NH2:1][c:2]1[cH:3][cH:4][c:5]2[c:6]([cH:13]1)[NH:7][C:8](=[O:12])[CH2:9][CH2:10][CH2:11]2>>[NH:1]([c:2]1[cH:3][cH:4][c:5]2[c:6]([cH:13]1)[NH:7][C:8](=[O:12])[CH2:9][CH2:10][CH2:11]2)[c:15]1[n:16][cH:17][c:18]([Cl:36])[c:19]([NH:21][c:22]2[c:23]([F:35])[cH:24][cH:25][cH:26][c:27]2[O:28][CH:29]2[CH2:30][CH2:31][O:32][CH2:33][CH2:34]2)[n:20]1. Starting materials: CC(=O)Nc1c(C)cccc1C, [H-], [H][H], [Na+], O, S=C=S, c1ccccc1. The product is Cc1cccc(C)c1N=C=S. RXN SMILES: [CH3:3][c:4]1[c:5]([NH:11][C:12](=[O:13])[CH3:14])[c:6]([CH3:10])[cH:7][cH:8][cH:9]1.[H-:1].[H:15][H:16].[Na+:2].[OH2:26].[S:17]=[C:18]=[S:19].[cH:20]1[cH:21][cH:22][cH:23][cH:24][cH:25]1>>[CH3:3][c:4]1[c:5]([N:11]=[C:12]=[S:17])[c:6]([CH3:10])[cH:7][cH:8][cH:9]1. The reactants are B.C1CCOC1 (Borane THF), COC=1C=C(OCC(=O)O)C=CC1 ((3-Methoxy-phenoxy)-acetic acid). Solvent: C1CCOC1 (THF). Conditions: time 8 hour. Product: COC=1C=C(OCCO)C=CC1 (2-(3-Methoxy-phenoxy)-ethanol). Yield: 97.9%. RXN SMILES: B.C1COCC1.[CH3:7][O:8][C:9]1[CH:10]=[C:11]([CH:17]=[CH:18][CH:19]=1)[O:12][CH2:13][C:14](O)=[O:15]>C1COCC1>[CH3:7][O:8][C:9]1[CH:10]=[C:11]([CH:17]=[CH:18][CH:19]=1)[O:12][CH2:13][CH2:14][OH:15] |f:0.1|. Procedure: A 250 ml three-necked round-bottomed flask equipped with temperature probe and nitrogen bubbler was charged with 1M Borane/THF solution (60.4 ml, 60.4 m mol) and a solution of (3-Methoxy-phenoxy)-acetic acid (5.00 g, 27.4 mmol) in THF (2.0 ml) was added dropwise, maintaining reaction temperature below 30° C. The reaction was allowed to stir at room temperature overnight. The reaction was quenched by dropwise addition of methanol (20 ml) maintaining the reaction temperature below 35° C. The react... The reactants are Cl.FC[C@H](C)N ((2S)-1-fluoro-2-propylamine hydrochloride), C(=O)(O)C12CCC(CC1)(CC2)NCC(=O)N2[C@@H](C[C@@H](C2)F)C#N ((2S,4S)-1-[[N-(4-Carboxybicyclo[2.2.2]oct-1-yl)amino]acetyl]-4-fluoropyrrolidine-2-carbonitrile), ON1N=NC2=C1C=CC=C2 (1-hydroxybenzotriazole), Cl.CN(CCCN=C=NCC)C (1-(3-dimethylaminopropyl)-3-ethylcarbodiimide hydrochloride). Run in ClCCl (dichloromethane), C(C)N(CC)CC (triethylamine), O (water), ClCCl (dichloromethane). Run at time 1 hour. Product: F[C@H]1C[C@H](N(C1)C(CNC12CCC(CC1)(CC2)C(=O)N[C@H](CF)C)=O)C#N ((2S,4S)-4-fluoro-1-[[N-(4-[N-[(2S)-1-fluoro-2-propyl]amino]carbonylbicyclo[2.2.2]oct-1-yl)amino]acetyl]pyrrolidine-2-carbonitrile). Isolated yield 31.5%. As a reaction SMILES: [C:1]([C:4]12[CH2:11][CH2:10][C:7]([NH:12][CH2:13][C:14]([N:16]3[CH2:20][C@@H:19]([F:21])[CH2:18][C@H:17]3[C:22]#[N:23])=[O:15])([CH2:8][CH2:9]1)[CH2:6][CH2:5]2)(O)=[O:2].ON1C2C=CC=CC=2N=N1.Cl.CN(C)CCCN=C=NCC.Cl.[F:47][CH2:48][C@@H:49]([NH2:51])[CH3:50]>ClCCl.O.C(N(CC)CC)C>[F:21][C@@H:19]1[CH2:20][N:16]([C:14](=[O:15])[CH2:13][NH:12][C:7]23[CH2:6][CH2:5][C:4]([C:1]([NH:51][C@@H:49]([CH3:50])[CH2:48][F:47])=[O:2])([CH2:11][CH2:10]2)[CH2:9][CH2:8]3)[C@H:17]([C:22]#[N:23])[CH2:18]1 |f:2.3,4.5|. Procedure details: (2S,4S)-1-[[N-(4-Carboxybicyclo[2.2.2]oct-1-yl)amino]acetyl]-4-fluoropyrrolidine-2-carbonitrile (100 mg) and 1-hydroxybenzotriazole (61.5 mg) were dissolved in dichloromethane (4 mL). While this solution was chilled in an ice bath, 1-(3-dimethylaminopropyl)-3-ethylcarbodiimide hydrochloride (119 mg) was added and the mixture was stirred at room temperature for 1 hour. Subsequently, a mixture of (2S)-1-fluoro-2-propylamine hydrochloride (32.0 mg), triethylamine (56.0 μL) and dichloromethane (2 mL... Starting materials: C(C1=CC=CC=C1)N1CC=2C=C3C(=NC2CC1)C=CC=C3 (2-benzyl-1,2,3,4-tetrahydrobenzo[b][1,6]-naphthyridine). The reagents and catalysts are [Pt]=O (Platinum oxide). Solvent: FC(C(=O)O)(F)F (trifluoroacetic acid). Conditions: time 24 hour. Product: C1C=2C=C3C(=NC2CCN1)CCCC3 (1,2,3,4,6,7,8,9-octahydrobenzo[b][1,6]-naphthyridine). The yield is 90.8%. Reaction SMILES: C([N:8]1[CH2:17][CH2:16][C:15]2[N:14]=[C:13]3[CH:18]=[CH:19][CH:20]=[CH:21][C:12]3=[CH:11][C:10]=2[CH2:9]1)C1C=CC=CC=1>FC(F)(F)C(O)=O.[Pt]=O>[CH2:9]1[NH:8][CH2:17][CH2:16][C:15]2[N:14]=[C:13]3[CH2:18][CH2:19][CH2:20][CH2:21][C:12]3=[CH:11][C:10]1=2. Reported procedure: Platinum oxide (850 mg) was added to a solution of 2-benzyl-1,2,3,4-tetrahydrobenzo[b][1,6]-naphthyridine (8.5 g, 31 mmol) in trifluoroacetic acid (155 ml), and catalytic reduction was carried out at 50° C. for 24 hours. The catalyst was removed by filtration and the filtrate was concentrated under reduced pressure. The residue was made basic with 6N sodium hydroxide and extracted with toluene. The extract solution was dried over anhydrous sodium sulfate, and the organic solvent was removed by c... Starting materials: CCCCCCC (heptane), C(=O)(C(F)(F)F)O (TFA), C(C)OP(=O)(OCC)CC[C@@]1(C[C@H](CC1)C1=CC=C(C=C1)CCCCCCCC)NC(OC(C)(C)C)=O (Tert-butyl (1R,3S)-1-(2-(diethoxyphosphoryl)ethyl)-3-(4-octylphenyl)cyclopentylcarbamate). Run in ClCCl (dichloromethane). Conditions: time 1 hour. Yields the product N[C@]1(C[C@H](CC1)C1=CC=C(C=C1)CCCCCCCC)CCP(OCC)(OCC)=O (diethyl 2-((1R,3S)-1-amino-3-(4-octylphenyl)cyclopentyl)ethylphosphonate). The yield is 48.4%. As a reaction SMILES: [CH2:1]([O:3][P:4]([CH2:9][CH2:10][C@@:11]1([NH:30]C(=O)OC(C)(C)C)[CH2:15][CH2:14][C@H:13]([C:16]2[CH:21]=[CH:20][C:19]([CH2:22][CH2:23][CH2:24][CH2:25][CH2:26][CH2:27][CH2:28][CH3:29])=[CH:18][CH:17]=2)[CH2:12]1)([O:6][CH2:7][CH3:8])=[O:5])[CH3:2].C(O)(C(F)(F)F)=O.CCCCCCC>ClCCl>[NH2:30][C@:11]1([CH2:10][CH2:9][P:4](=[O:5])([O:3][CH2:1][CH3:2])[O:6][CH2:7][CH3:8])[CH2:15][CH2:14][C@H:13]([C:16]2[CH:21]=[CH:20][C:19]([CH2:22][CH2:23][CH2:24][CH2:25][CH2:26][CH2:27][CH2:28][CH3:29])=[CH:18][CH:17]=2)[CH2:12]1. Procedure: Tert-butyl (1R,3S)-1-(2-(diethoxyphosphoryl)ethyl)-3-(4-octylphenyl)cyclopentylcarbamate (0.2 g, 0.372 mmol) was dissolved in dichloromethane (1.860 ml) in a sealed vial to give a colorless solution. TFA (1.860 ml) was added and the reaction stirred for about 1 h. Solvents were removed under reduced pressure. Methylene chloride (25 mL) and saturated sodium bicarbonate (25 mL) were added and the layers separated and extracted with methylene chloride (2×10 mL). The combined extracts were washed wi...